From a dataset of the Open Reaction Database (ORD), a public repository of structured organic reaction records. describe an organic reaction: reactants, conditions, products, and yield Reactants: NC=1C=C(OC2=CC(=NC=C2)C(=O)N)C=CC1 (4-(3-aminophenoxy)pyridine-2-carboxamide), NC1=CC=C(C=C1)O (4-aminophenol), ClC1=CC(=NC=C1)C#N (4-chloro-2-cyanopyridine). Yields the product NC1=CC=C(OC2=CC(=NC=C2)C#N)C=C1 (4-(4-Aminophenoxy) pyridine-2-carbonitrile). As a reaction SMILES: N[C:2]1[CH:3]=[C:4]([CH:15]=[CH:16][CH:17]=1)[O:5][C:6]1[CH:11]=[CH:10][N:9]=[C:8]([C:12]([NH2:14])=O)[CH:7]=1.[NH2:18]C1C=CC(O)=CC=1.ClC1C=CN=C(C#N)C=1>>[NH2:18][C:17]1[CH:16]=[CH:15][C:4]([O:5][C:6]2[CH:11]=[CH:10][N:9]=[C:8]([C:12]#[N:14])[CH:7]=2)=[CH:3][CH:2]=1. Reported procedure: 4-(4-Aminophenoxy) pyridine-2-carbonitrile (21) was prepared by a method analogous to that described for 4-(3-aminophenoxy) pyridine-2-carboxamide (2C), starting from 4-aminophenol and 4-chloro-2-cyanopyridine, MS ES: 212 (M+H)+, calcd 212, RT=1.23 min. Reactants: NC1=NC=C(N=C1Br)Br (2-amino-3,5-dibromo-pyrazine), CCCCO (n-BuOH), BrC1=CN=C(C(=N1)N[C@@H](C)C1=CC=CC=C1)N ((S)-6-Bromo-N2-(1-phenylethyl)pyrazine-2,3-diamine), C[C@@H](C1=CC=CC=C1)N ((S)-α-methylbenzylamine). The product is C1(=CC=CC=C1)[C@H](C)N1C(NC=2C1=NC=CN2)=O ((S)-1-(1-PHENYLETHYL)-1H-IMIDAZO[4,5-B]PYRAZIN-2(3H)-ONE), BrC1=CN=C(C(=N1)N[C@@H](C)C1=CC=CC=C1)N ((S)-6-bromo-N2-(1-phenylethyl)pyrazine-2,3-diamine). Yield: 43.0%. As a reaction SMILES: [Br:1][C:2]1[N:7]=[C:6]([NH:8][C@H:9]([C:11]2[CH:16]=[CH:15][CH:14]=[CH:13][CH:12]=2)[CH3:10])[C:5]([NH2:17])=[N:4][CH:3]=1.C[C@H](N)C1C=CC=CC=1.NC1C(Br)=NC(Br)=CN=1.CCC[CH2:39][OH:40]>>[C:11]1([C@@H:9]([N:8]2[C:6]3=[N:7][CH:2]=[CH:3][N:4]=[C:5]3[NH:17][C:39]2=[O:40])[CH3:10])[CH:16]=[CH:15][CH:14]=[CH:13][CH:12]=1.[Br:1][C:2]1[N:7]=[C:6]([NH:8][C@H:9]([C:11]2[CH:12]=[CH:13][CH:14]=[CH:15][CH:16]=2)[CH3:10])[C:5]([NH2:17])=[N:4][CH:3]=1. Reported procedure: (S)-6-Bromo-N2-(1-phenylethyl)pyrazine-2,3-diamine. The title compound was prepared using (S)-α-methylbenzylamine (2.28 mL, 17.93 mmol), 2-amino-3,5-dibromo-pyrazine (3.00 g, 11.96 mmol), and n-BuOH (30 mL) as described in General Procedure A. The crude molecule was purified via silica gel chromatography (20-30% EtOAc in hexanes). Clean fractions were combined and condensed, and subsequently triturated from methanol with water while sonicating to afford 1.52 g (5.18 mmol, 43%) of (S)-6-bromo-N2-... The reactants are B, C1CCOC1, CN(c1ccccc1)C(c1ccccc1)C(O)C(N)=O. The product is CN(c1ccccc1)C(c1ccccc1)C(O)CN. RXN SMILES: [BH3:21].[O:22]1[CH2:23][CH2:24][CH2:25][CH2:26]1.[OH:1][CH:2]([C:3](=[O:4])[NH2:5])[CH:6]([c:7]1[cH:8][cH:9][cH:10][cH:11][cH:12]1)[N:13]([c:14]1[cH:15][cH:16][cH:17][cH:18][cH:19]1)[CH3:20]>>[OH:1][CH:2]([CH2:3][NH2:5])[CH:6]([c:7]1[cH:8][cH:9][cH:10][cH:11][cH:12]1)[N:13]([c:14]1[cH:15][cH:16][cH:17][cH:18][cH:19]1)[CH3:20]. The reactants are BrB(Br)Br, C1=CCCCC1, COc1ccc(C2c3cccc(C)c3NN2C(C)C)cc1. Yields the product Cc1cccc2c1NN(C(C)C)C2c1ccc(O)cc1. Reaction SMILES: [B:22]([Br:23])([Br:24])[Br:25].[CH2:26]1[CH2:27][CH:28]=[CH:29][CH2:30][CH2:31]1.[CH:1]([CH3:2])([CH3:3])[N:4]1[NH:5][c:6]2[c:7]([CH3:21])[cH:8][cH:9][cH:10][c:11]2[CH:12]1[c:13]1[cH:14][cH:15][c:16]([O:19][CH3:20])[cH:17][cH:18]1>>[CH:1]([CH3:2])([CH3:3])[N:4]1[NH:5][c:6]2[c:7]([CH3:21])[cH:8][cH:9][cH:10][c:11]2[CH:12]1[c:13]1[cH:14][cH:15][c:16]([OH:19])[cH:17][cH:18]1. Starting materials: CC(C)([O-])C.[K+] (Potassium tert-butoxide), C(C)(=O)O (acetic acid), C1(=CC=C(C=C1)S(=O)(=O)O)C (p-toluenesulfonic acid), C(C1=CC=CC=C1)OC1=CC(=C(C=O)C=C1)C(C)(C)C (4-(Benzyloxy)-2-tert-butylbenzaldehyde), C(C)OCC(=O)OCC (ethyl ethoxyacetate). Solvent: O1CCCC1 (tetrahydrofuran), C1(=CC=CC=C1)C (toluene), O1CCCC1 (tetrahydrofuran). Reaction conditions: temperature -20 celsius, time 8 hour. The product is C(C1=CC=CC=C1)OC1=C(C=C(C=C1)\C=C(\C(=O)OCC)/OCC)C(C)(C)C (ethyl (2Z)-3-[4-(benzyloxy)-3-tert-butylphenyl]-2-ethoxyacrylate). Yield: 27.9%. Reaction SMILES: [CH2:1]([O:8][C:9]1[CH:16]=[CH:15][C:12]([CH:13]=O)=[C:11](C(C)(C)C)[CH:10]=1)[C:2]1[CH:7]=[CH:6][CH:5]=[CH:4][CH:3]=1.[CH2:21]([O:23][CH2:24][C:25]([O:27][CH2:28][CH3:29])=[O:26])[CH3:22].[CH3:30][C:31]([CH3:34])([O-])[CH3:32].[K+].C(O)(=O)C.C1(C)C=CC(S(O)(=O)=O)=CC=1>O1CCCC1.C1(C)C=CC=CC=1>[CH2:1]([O:8][C:9]1[CH:10]=[CH:11][C:12](/[CH:13]=[C:24](\[O:23][CH2:21][CH3:22])/[C:25]([O:27][CH2:28][CH3:29])=[O:26])=[CH:15][C:16]=1[C:31]([CH3:34])([CH3:32])[CH3:30])[C:2]1[CH:3]=[CH:4][CH:5]=[CH:6][CH:7]=1 |f:2.3|. Procedure: 4-(Benzyloxy)-2-tert-butylbenzaldehyde (0.66 g; 2.44 mmole) and ethyl ethoxyacetate (0.39 g; 2.93 mmole) were dissolved in dry tetrahydrofuran (10 ml) and cooled to −20° C. Potassium tert-butoxide (0.33 g; 2.93 mmole) dissolved in dry tetrahydrofuran (1 ml) was slowly added and the reaction was stirred overnight at −20° C. The reaction was quenched with acetic acid (0.19 g; 3.18 mmole). The crude product was isolated, redissolved in toluene and refluxed over night with p-toluenesulfonic acid (0.... Starting materials: CNCC(O[Si](C)(C)C(C)(C)C)c1ccc(OCc2ccccc2)c2[nH]c(=O)ccc12, CO. Product: CNCC(O[Si](C)(C)C(C)(C)C)c1ccc(O)c2[nH]c(=O)ccc12. RXN SMILES: [CH2:1]([c:2]1[cH:3][cH:4][cH:5][cH:6][cH:7]1)[O:8][c:9]1[cH:10][cH:11][c:12]([CH:20]([CH2:21][NH:22][CH3:23])[O:24][Si:25]([CH3:26])([CH3:27])[C:28]([CH3:29])([CH3:30])[CH3:31])[c:13]2[cH:14][cH:15][c:16](=[O:19])[nH:17][c:18]12.[CH3:32][OH:33]>>[OH:8][c:9]1[cH:10][cH:11][c:12]([CH:20]([CH2:21][NH:22][CH3:23])[O:24][Si:25]([CH3:26])([CH3:27])[C:28]([CH3:29])([CH3:30])[CH3:31])[c:13]2[cH:14][cH:15][c:16](=[O:19])[nH:17][c:18]12.